From a dataset of the Open Reaction Database (ORD), a public repository of structured organic reaction records. describe an organic reaction: reactants, conditions, products, and yield The reactants are Cl.Cl.C(C)(C)(C)OC(=O)N1CCC(CC1)OC1=C2C(=NC=NC2=CC=C1)NC1=C2C(=CC=C1Cl)OCO2 (5-(1-tert-butoxycarbonylpiperidin-4-yloxy)-4-(6-chloro-2,3-methylenedioxyanilino)quinazoline dihydrochloride), Cl (hydrogen chloride). The product is Cl.Cl.ClC1=CC=C2C(=C1NC1=NC=NC3=CC=CC(=C13)OC1CCNCC1)OCO2 (4-(6-chloro-2,3-methylenedioxyanilino)-5-piperidin-4-yloxyquinazoline dihydrochloride). Isolated yield 195.7%. As a reaction SMILES: [ClH:1].Cl.C(OC([N:10]1[CH2:15][CH2:14][CH:13]([O:16][C:17]2[CH:26]=[CH:25][CH:24]=[C:23]3[C:18]=2[C:19]([NH:27][C:28]2[C:33]([Cl:34])=[CH:32][CH:31]=[C:30]4[O:35][CH2:36][O:37][C:29]=24)=[N:20][CH:21]=[N:22]3)[CH2:12][CH2:11]1)=O)(C)(C)C.Cl>>[ClH:34].[ClH:1].[Cl:34][C:33]1[C:28]([NH:27][C:19]2[C:18]3[C:23](=[CH:24][CH:25]=[CH:26][C:17]=3[O:16][CH:13]3[CH2:12][CH2:11][NH:10][CH2:15][CH2:14]3)[N:22]=[CH:21][N:20]=2)=[C:29]2[O:37][CH2:36][O:35][C:30]2=[CH:31][CH:32]=1 |f:0.1.2,4.5.6|. Procedure: Using an analogous procedure to that described in Example 31, 5-(1-tert-butoxycarbonylpiperidin-4-yloxy)-4-(6-chloro-2,3-methylenedioxyanilino)quinazoline dihydrochloride (0.14 g) was reacted with hydrogen chloride to give the title compound (0.113 g); NMR Spectrum: (DMSOd6) 2.15-2.34 (m, 4H), 3.15 (m, 2H), 3.3 (m, 2H), 5.17 (m, 1H), 6.17 (s, 2H), 7.07 (d, 1H), 7.16 (d, 1H), 7.58 (m, 1H), 8.06 (m, 1H), 8.88 (s, 1H), 9.14 (br s, 1H), 9.32 (br s, 1H), 10.28 (s, 1H); Mass Spectrum: M+H+ 399 and 401...